From a dataset of the Open Reaction Database (ORD), a public repository of structured organic reaction records. describe an organic reaction: reactants, conditions, products, and yield Reactants: COC=1C=C2C(=C(N(C2=CC1)C)C(=O)O)OC(C)C (5-methoxy-1-methyl-3-(1-methylethoxy)-1H-indole-2-carboxylic acid), CN (methylamine), [OH-].[NH4+] (ammonium hydroxide). Yields the product CNC(=O)C=1N(C2=CC=C(C=C2C1OC(C)C)OC)C (N,1-Dimethyl-5-methoxy-3-(1-methylethoxy)-1H-indole-2-carboxamide). Isolated yield 45.0%. Reaction SMILES: [CH3:1][O:2][C:3]1[CH:4]=[C:5]2[C:9](=[CH:10][CH:11]=1)[N:8]([CH3:12])[C:7]([C:13](O)=[O:14])=[C:6]2[O:16][CH:17]([CH3:19])[CH3:18].[CH3:20][NH2:21].[OH-].[NH4+]>>[CH3:20][NH:21][C:13]([C:7]1[N:8]([CH3:12])[C:9]2[C:5]([C:6]=1[O:16][CH:17]([CH3:19])[CH3:18])=[CH:4][C:3]([O:2][CH3:1])=[CH:11][CH:10]=2)=[O:14] |f:2.3|. Reported procedure: Prepared from 5-methoxy-1-methyl-3-(1-methylethoxy)-1H-indole-2-carboxylic acid by the procedure of Example 1 with 40% aqueous methylamine solution substituted for ammonium hydroxide. Yield 45% after recrystallization from hexane; mp 85°-86° C. Reactants: CCO, CC[O-], CC1CCC(C)C(S)C1, CC(C)I, [Na+]. Yields the product CC1CCC(C)C(SC(C)C)C1. As a reaction SMILES: [CH3:18][CH2:19][OH:20].[CH3:1][CH2:2][O-:3].[CH3:5][CH:6]1[CH:7]([SH:13])[CH2:8][CH:9]([CH3:12])[CH2:10][CH2:11]1.[CH:14]([CH3:15])([CH3:16])[I:17].[Na+:4]>>[CH3:5][CH:6]1[CH:7]([S:13][CH:14]([CH3:15])[CH3:16])[CH2:8][CH:9]([CH3:12])[CH2:10][CH2:11]1. Reactants: resultant mixture, C(C)(C)(C)C1=CC=C(C=C1)S(=O)(=O)NC1=NC(=NC(=C1OC1=C(C=CC=C1)OC)Cl)C1=NC(=CC(=N1)OC)OC (4-t-butyl-N-[6-chloro-2-(4,6-dimethoxy-2-pyrimidinyl)-5-(2-methoxyphenoxy)-4-pyrimidinyl]benzenesulfonamide), Cl (HCl). The solvent is CN(C=O)C (dimethylformamide). The product is C(C)(C)(C)C1=CC=C(C=C1)S(=O)(=O)NC1=NC(=NC(=C1OC1=C(C=CC=C1)OC)OCCCO)C1=NC(=CC(=N1)OCCCO)OCCCO (4-t-butyl-N-[2-(4,6-di(3-hydroxypropyloxy)-2-pyrimidinyl)-6-(3-hydroxypropyloxy)-5-(2-methoxyphenoxy)-4-pyrimidinyl]benzenesulfonamide). The yield is 100.4%. Reaction SMILES: [C:1]([C:5]1[CH:10]=[CH:9][C:8]([S:11]([NH:14][C:15]2[C:20]([O:21][C:22]3[CH:27]=[CH:26][CH:25]=[CH:24][C:23]=3[O:28][CH3:29])=[C:19](Cl)[N:18]=[C:17]([C:31]3[N:36]=[C:35]([O:37][CH3:38])[CH:34]=[C:33]([O:39][CH3:40])[N:32]=3)[N:16]=2)(=[O:13])=[O:12])=[CH:7][CH:6]=1)([CH3:4])([CH3:3])[CH3:2].Cl>CN(C)C=O>[C:1]([C:5]1[CH:10]=[CH:9][C:8]([S:11]([NH:14][C:15]2[C:20]([O:21][C:22]3[CH:27]=[CH:26][CH:25]=[CH:24][C:23]=3[O:28][CH3:29])=[C:19]([O:37][CH2:35][CH2:34][CH2:33][OH:39])[N:18]=[C:17]([C:31]3[N:36]=[C:35]([O:37][CH2:38][CH2:22][CH2:23][OH:28])[CH:34]=[C:33]([O:39][CH2:40][CH2:19][CH2:20][OH:21])[N:32]=3)[N:16]=2)(=[O:13])=[O:12])=[CH:7][CH:6]=1)([CH3:4])([CH3:3])[CH3:2]. Procedure details: A solution of 4-t-butyl-N-[6-chloro-2-(4,6-dimethoxy-2-pyrimidinyl)-5-(2-methoxyphenoxy)-4-pyrimidinyl]benzenesulfonamide (409 mg) in anhydrous dimethylformamide (2.4 ml) was added dropwise to the above mixture while being cooled on ice. The resultant mixture was stirred for 3.5 hours at 60° C. The reaction mixture was poured into cold 1N HCl, and extracted with ethyl acetate. The organic layer was washed with saturated brine, dried over anhydrous sodium sulfate, then concentrated under reduced ... The reactants are CN1CCN(CC1)C1=CC=NC2=CC=C(C=C12)C=1C(=NN(C1)C(C1=CC=CC=C1)(C1=CC=CC=C1)C1=CC=CC=C1)C (4-(4-methylpiperazin-1-yl)-6-(3-methyl-1-trityl-1H-4-pyrazolyl)quinoline), Cl (hydrochloric acid). Yields the product Cl.Cl.CN1CCN(CC1)C1=CC=NC2=CC=C(C=C12)C=1C(=NNC1)C (4-(4-Methylpiperazin-1-yl)-6-(3-methyl-1H-4-pyrazolyl)quinoline dihydrochloride). Reaction SMILES: [CH3:1][N:2]1[CH2:7][CH2:6][N:5]([C:8]2[C:17]3[C:12](=[CH:13][CH:14]=[C:15]([C:18]4[C:19]([CH3:42])=[N:20][N:21](C(C5C=CC=CC=5)(C5C=CC=CC=5)C5C=CC=CC=5)[CH:22]=4)[CH:16]=3)[N:11]=[CH:10][CH:9]=2)[CH2:4][CH2:3]1.[ClH:43]>>[ClH:43].[ClH:43].[CH3:1][N:2]1[CH2:7][CH2:6][N:5]([C:8]2[C:17]3[C:12](=[CH:13][CH:14]=[C:15]([C:18]4[C:19]([CH3:42])=[N:20][NH:21][CH:22]=4)[CH:16]=3)[N:11]=[CH:10][CH:9]=2)[CH2:4][CH2:3]1 |f:2.3.4|. Procedure: 247 mg 4-(4-methylpiperazin-1-yl)-6-(3-methyl-1-trityl-1H-4-pyrazolyl)quinoline obtained in Example 168 and 3.4 mL of 5 N hydrochloric acid were reacted in the same manner as in Example 163, to give 147 mg of the title compound as yellow crystals. The reactants are CC#N, COC(=O)Cc1ccc(C(=O)CCl)cc1, c1cc(N2CCNCC2)ccn1. The product is COC(=O)Cc1ccc(C(=O)CN2CCN(c3ccncc3)CC2)cc1. Reaction SMILES: [CH3:28][C:29]#[N:30].[Cl:1][CH2:2][C:3](=[O:4])[c:5]1[cH:6][cH:7][c:8]([CH2:11][C:12](=[O:13])[O:14][CH3:15])[cH:9][cH:10]1.[n:16]1[cH:17][cH:18][c:19]([N:22]2[CH2:23][CH2:24][NH:25][CH2:26][CH2:27]2)[cH:20][cH:21]1>>[CH2:2]([C:3](=[O:4])[c:5]1[cH:6][cH:7][c:8]([CH2:11][C:12](=[O:13])[O:14][CH3:15])[cH:9][cH:10]1)[N:25]1[CH2:24][CH2:23][N:22]([c:19]2[cH:18][cH:17][n:16][cH:21][cH:20]2)[CH2:27][CH2:26]1.